From a dataset of the Open Reaction Database (ORD), a public repository of structured organic reaction records. describe an organic reaction: reactants, conditions, products, and yield The reactants are COC(=O)C1(C)CC=C(C(C)=O)CC1, C, CCO, [H][H], [Pd]. Yields the product COC(=O)C1(C)CCC(C(C)=O)CC1. As a reaction SMILES: [C:1]([CH3:2])(=[O:3])[C:4]1=[CH:5][CH2:6][C:7]([C:10](=[O:11])[O:12][CH3:13])([CH3:14])[CH2:8][CH2:9]1.[C:20].[CH3:17][CH2:18][OH:19].[H:15][H:16].[Pd:21]>>[C:1]([CH3:2])(=[O:3])[CH:4]1[CH2:5][CH2:6][C:7]([C:10](=[O:11])[O:12][CH3:13])([CH3:14])[CH2:8][CH2:9]1. Reactants: CCCCC(Br)C(=O)OC, O=C([O-])[O-], COC(=O)c1ccccc1O, CC#N, [K+], [K+]. Product: CCCCC(Oc1ccccc1C(=O)OC)C(=O)OC. As a reaction SMILES: [Br:18][CH:19]([C:20](=[O:21])[O:22][CH3:23])[CH2:24][CH2:25][CH2:26][CH3:27].[C:12](=[O:13])([O-:14])[O-:15].[C:1]([c:2]1[c:3]([OH:4])[cH:5][cH:6][cH:7][cH:8]1)(=[O:9])[O:10][CH3:11].[CH3:28][C:29]#[N:30].[K+:16].[K+:17]>>[C:1]([c:2]1[c:3]([O:4][CH:19]([C:20](=[O:21])[O:22][CH3:23])[CH2:24][CH2:25][CH2:26][CH3:27])[cH:5][cH:6][cH:7][cH:8]1)(=[O:9])[O:10][CH3:11]. The reactants are ClCCCCCC1=CC=CC=2N1C=NC2 (5-(5-chloropentyl)imidazo[1,5-a]pyridine), BrCCCCCl (1-bromo-4-chlorobutane). Product: ClCCCCC1=CC=CC=2N1C=NC2 (5-(4-Chlorobutyl)-imidazo[1,5-a]pyridine). Reaction SMILES: ClC[CH2:3][CH2:4][CH2:5][CH2:6][C:7]1[N:12]2[CH:13]=[N:14][CH:15]=[C:11]2[CH:10]=[CH:9][CH:8]=1.BrCCCC[Cl:21]>>[Cl:21][CH2:3][CH2:4][CH2:5][CH2:6][C:7]1[N:12]2[CH:13]=[N:14][CH:15]=[C:11]2[CH:10]=[CH:9][CH:8]=1. Procedure: 5-(4-Chlorobutyl)-imidazo[1,5-a]pyridine is prepared by the procedure described for the preparation of 5-(5-chloropentyl)imidazo[1,5-a]pyridine of Example 4 using 1-bromo-3-chloropropane as reagent instead of 1-bromo-4-chlorobutane therein.